This data is from the Open Reaction Database (ORD), a public repository of structured organic reaction records. The task is: describe an organic reaction: reactants, conditions, products, and yield Reaction SMILES: [C:1]([C:4]1[C:14]2=[C:15]3[C:10](=[CH:11][CH:12]=[CH:13]2)[CH2:9][CH2:8][CH2:7][N:6]3[N:5]=1)(=[O:3])[CH3:2].[CH2:16]=O.[Cl-:18].[CH3:19][NH2+:20][CH3:21]>C(O)(=O)C>[ClH:18].[N:5]1[N:6]2[C:15]3[C:10]([CH2:9][CH2:8][CH2:7]2)=[CH:11][CH:12]=[CH:13][C:14]=3[C:4]=1[C:1](=[O:3])[CH2:2][CH2:19][N:20]([CH3:16])[CH3:21] |f:2.3,5.6|. Starting materials: C(C)(=O)C1=NN2CCCC3=CC=CC1=C23 (2-acetyl-7,8-dihydro-6H-pyrazolo[4,5,1ij]quinoline), C=O (paraformaldehyde), [Cl-].C[NH2+]C (dimethylammonium chloride). Procedure details: 1.5 g (7.5 mmol) of 2-acetyl-7,8-dihydro-6H-pyrazolo[4,5,1ij]quinoline together with 0.45 g (15 mmol) of paraformaldehyde and 1.35 g (16 mmol) of dimethylammonium chloride in 50 ml of acetic acid was stirred for 2 hours at 100° C. The mixture was evaporated in vacuum, and the residue was shaken with a mixture of methylene chloride and sodium hydroxide solution. The organic layer was washed with saline and evaporated in vacuum. The residue was chromatographed over silicagel using methylene chlori... The solvent is C(C)(=O)O (acetic acid). Yield: 34.5%. Product: Cl.N1=C(C=2C=CC=C3CCCN1C23)C(CCN(C)C)=O (1-(7,8-dihydro -6H-pyrazolo[4,5,1-ij]quinoline-2-yl)-3-(N,N-dimethylamino)-propan-1-one hydrochloride). Reactants: O=C([O-])O, COC(=O)CCC(=O)Cl, NC1CCN(Cc2ccc(Cl)c(Cl)c2)CC1, ClCCl, Cl, [Na+]. The product is COC(=O)CCC(=O)NC1CCN(Cc2ccc(Cl)c(Cl)c2)CC1. Reaction SMILES: [C:27](=[O:28])([O-:29])[OH:30].[Cl:18][C:19]([CH2:20][CH2:21][C:22](=[O:23])[O:24][CH3:25])=[O:26].[Cl:2][c:3]1[cH:4][c:5]([CH2:6][N:7]2[CH2:8][CH2:9][CH:10]([NH2:13])[CH2:11][CH2:12]2)[cH:14][cH:15][c:16]1[Cl:17].[Cl:32][CH2:33][Cl:34].[ClH:1].[Na+:31]>>[Cl:2][c:3]1[cH:4][c:5]([CH2:6][N:7]2[CH2:8][CH2:9][CH:10]([NH:13][C:19]([CH2:20][CH2:21][C:22](=[O:23])[O:24][CH3:25])=[O:26])[CH2:11][CH2:12]2)[cH:14][cH:15][c:16]1[Cl:17]. Starting materials: FC1=CC(=CC=2OC(COC21)COS(=O)(=O)C2=CC=C(C=C2)C)S(=O)(=O)C ([5-fluoro-7-(methylsulfonyl)-2,3-dihydro-1,4-benzodioxin-2-yl]methyl-4-methylbenzenesulfonate), ( 5 ), ( 4 ), N1CCC1 (azetidine), ( 3 ). The solvent is C(C)#N (ACN). Product: FC1=CC(=CC=2OC(COC21)CN2CCC2)S(=O)(=O)C (1-{[5-FLUORO-7-(METHYLSULFONYL)-2,3-DIHYDRO-1,4-BENZODIOXIN-2-YL]METHYL}AZETIDINE). As a reaction SMILES: [F:1][C:2]1[C:11]2[O:10][CH2:9][CH:8]([CH2:12]OS(C3C=CC(C)=CC=3)(=O)=O)[O:7][C:6]=2[CH:5]=[C:4]([S:24]([CH3:27])(=[O:26])=[O:25])[CH:3]=1.[NH:28]1[CH2:31][CH2:30][CH2:29]1>C(#N)C>[F:1][C:2]1[C:11]2[O:10][CH2:9][CH:8]([CH2:12][N:28]3[CH2:31][CH2:30][CH2:29]3)[O:7][C:6]=2[CH:5]=[C:4]([S:24]([CH3:27])(=[O:25])=[O:26])[CH:3]=1. Procedure: Preparation according to Example 42 using [5-fluoro-7-(methylsulfonyl)-2,3-dihydro-1,4-benzodioxin-2-yl]methyl-4-methylbenzenesulfonate (0.005 g, 0.012 mmol), azetidine (0.1 ml), ACN (2.5 ml). MS m/z (rel. intensity, 70 eV) 301 (M+, 1), 244 (3), 71 (5), 70 (bp), 69 (4). Starting materials: N[C@H]1CN(CCC1)C(=O)OC(C)(C)C ((R)-3-amino-1-boc-piperidine), FC=1C(=NC2=CC=CC(=C2N1)C1=CC=2C(NCCC2N1)=O)C (2-(3-fluoro-2-methylquinoxalin-5-yl)-6,7-dihydro-1H-pyrrolo[3,2-c]pyridin-4(5H)-one). The solvent is CS(=O)C (DMSO). Conditions: temperature 100 celsius, time 2 hour. Product: CC=1C(=NC2=C(C=CC=C2N1)C1=CC=2C(NCCC2N1)=O)N[C@H]1CN(CCC1)C(=O)OC(C)(C)C (tert-butyl (3R)-3-((3-methyl-8-(4-oxo-4,5,6,7-tetrahydro-1H-pyrrolo[3,2-c]pyridin-2-yl)-2-quinoxalinyl)amino)-1-piperidinecarboxylate). Isolated yield 1.0%. Reaction SMILES: [NH2:1][C@@H:2]1[CH2:7][CH2:6][CH2:5][N:4]([C:8]([O:10][C:11]([CH3:14])([CH3:13])[CH3:12])=[O:9])[CH2:3]1.F[C:16]1[C:17]([CH3:36])=[N:18][C:19]2[C:24]([N:25]=1)=[C:23]([C:26]1[NH:34][C:33]3[CH2:32][CH2:31][NH:30][C:29](=[O:35])[C:28]=3[CH:27]=1)[CH:22]=[CH:21][CH:20]=2>CS(C)=O>[CH3:36][C:17]1[C:16]([NH:1][C@@H:2]2[CH2:7][CH2:6][CH2:5][N:4]([C:8]([O:10][C:11]([CH3:14])([CH3:13])[CH3:12])=[O:9])[CH2:3]2)=[N:25][C:24]2[C:19]([N:18]=1)=[CH:20][CH:21]=[CH:22][C:23]=2[C:26]1[NH:34][C:33]2[CH2:32][CH2:31][NH:30][C:29](=[O:35])[C:28]=2[CH:27]=1. Reported procedure: Prepared according to Example 131, using (R)-3-amino-1-boc-piperidine (180 μL, 0.759 mmol, CNH Technologies, Inc., Woburn, Mass.), 2-(3-fluoro-2-methylquinoxalin-5-yl)-6,7-dihydro-1H-pyrrolo[3,2-c]pyridin-4(5H)-one (Example 126; 75 mg, 0.253 mmol), and DMSO (2.5 mL) and stirring at 100° C. for 2 h. Purification by column chromatography (silica gel: 0.5 to 10% MeOH/DCM) and reverse phase chromatography (Phenomenex Gemini column, 10 micron, C18, 100 Å, 150×30 mm, 0.1% TFA in ACN/H2O, gradient 5% t... Reactants: CO, Clc1ncccc1-c1ccncn1, ClCCl, Nc1ccc(NS(=O)(=O)c2cccc(Cl)c2Cl)c(F)c1. The product is O=S(=O)(Nc1ccc(Nc2ncccc2-c2ccncn2)cc1F)c1cccc(Cl)c1Cl. Reaction SMILES: [CH3:37][OH:38].[Cl:21][c:22]1[n:23][cH:24][cH:25][cH:26][c:27]1-[c:28]1[n:29][cH:30][n:31][cH:32][cH:33]1.[Cl:34][CH2:35][Cl:36].[NH2:1][c:2]1[cH:3][c:4]([F:20])[c:5]([NH:8][S:9](=[O:10])(=[O:11])[c:12]2[c:13]([Cl:19])[c:14]([Cl:18])[cH:15][cH:16][cH:17]2)[cH:6][cH:7]1>>[NH:1]([c:2]1[cH:3][c:4]([F:20])[c:5]([NH:8][S:9](=[O:10])(=[O:11])[c:12]2[c:13]([Cl:19])[c:14]([Cl:18])[cH:15][cH:16][cH:17]2)[cH:6][cH:7]1)[c:22]1[n:23][cH:24][cH:25][cH:26][c:27]1-[c:28]1[n:29][cH:30][n:31][cH:32][cH:33]1. Reactants: COC1=CC=C(CC=2OC3=C(C2C)C(C(=C(C3=O)SCC)CCC)=O)C=C1 (2-(4-methoxybenzyl)-3-methyl-5-propyl-6-ethylthio-4,7-benzofurandione), ClC1=CC(=CC=C1)C(=O)OO (m-chloroperbenzoic acid). Run in C(Cl)Cl (CH2Cl2). Yields the product COC1=CC=C(CC=2OC3=C(C2C)C(C(=C(C3=O)S(=O)CC)CCC)=O)C=C1 (2-(4-methoxybenzyl)-3-methyl-5-propyl-6-ethylsulfinyl-4,7-benzofurandione). As a reaction SMILES: [CH3:1][O:2][C:3]1[CH:27]=[CH:26][C:6]([CH2:7][C:8]2[O:9][C:10]3[C:17](=[O:18])[C:16]([S:19][CH2:20][CH3:21])=[C:15]([CH2:22][CH2:23][CH3:24])[C:14](=[O:25])[C:11]=3[C:12]=2[CH3:13])=[CH:5][CH:4]=1.ClC1C=CC=C(C(OO)=[O:36])C=1>C(Cl)Cl>[CH3:1][O:2][C:3]1[CH:4]=[CH:5][C:6]([CH2:7][C:8]2[O:9][C:10]3[C:17](=[O:18])[C:16]([S:19]([CH2:20][CH3:21])=[O:36])=[C:15]([CH2:22][CH2:23][CH3:24])[C:14](=[O:25])[C:11]=3[C:12]=2[CH3:13])=[CH:26][CH:27]=1. Procedure: To a solution of the product of Example 11 (247 mg, 0.66 mmol) in CH2Cl2 (30 mL) was added m-chloroperbenzoic acid (140 mg). The reaction was complete in a few minutes, and was quenched with 10% NaCO3. The organic layer was separated, dried (Na2SO4) and the crude product was chromatographed on silica gel (30% EtOAc/hexane) to give the title compound. Starting materials: CN1N=C(C=C1NC=1C(C(=O)O)=CC=CC1)C (N-(1,3-dimethyl-pyrazol-5-yl)anthranilic acid), O=P(Cl)(Cl)Cl (POCl3). Run in ice water. Yields the product CN1N=C(C=2C1=NC1=CC=CC=C1C2Cl)C (1,3-dimethyl-4-chloro-1H-pyrazolo[3,4-b]quinoline). Reaction SMILES: [CH3:1][N:2]1[C:6]([NH:7][C:8]2[C:9](=[CH:13][CH:14]=[CH:15][CH:16]=2)[C:10](O)=O)=[CH:5][C:4]([CH3:17])=[N:3]1.O=P(Cl)(Cl)[Cl:20]>>[CH3:1][N:2]1[C:6]2=[N:7][C:8]3[C:9]([C:10]([Cl:20])=[C:5]2[C:4]([CH3:17])=[N:3]1)=[CH:13][CH:14]=[CH:15][CH:16]=3. Reported procedure: A mixture of N-(1,3-dimethyl-pyrazol-5-yl)anthranilic acid (7 g, 0.03 mol) and POCl3 (40 ml) was heated on a steam bath for 3 hours. The reaction mixture was then poured into ice-water (600 ml) and then basified with NH4H. The mixture was extracted with ether (3×200 ml) and the combined ether layers were dried over MgSO4 and evaporated to afford 7.0 g of 1,3-dimethyl-4-chloro-1H-pyrazolo[3,4-b]quinoline, m.p. 127°-129° C. The reactants are C(=O)[C@H]1CN(C[C@@H]1C1=CC=CC=C1)[C@@H](C(=O)OCC1=CC=C(C=C1)OC)C1CCCCC1 (2-(R)-(3-(R)-Formyl-4-(S)-phenylpyrrolidin-1-yl)-2-(cyclohexyl)acetic acid, (4-methoxy)benzyl ester), N=1N=NN2C1C=CC=C2CCCN2CCCCC2 (3-(tetrazolo[4,5-a]pyridin-5-yl)propylpiperidine), N=1N=NN2C1C=CC=C2CCCN2CCCCC2 (3-(Tetrazolo[4,5-a]pyridin-5-yl)propylpiperidine), C(C)(=O)O[BH-](OC(C)=O)OC(C)=O.[Na+] (sodium triacetoxyborohydride), TEA. Run in ClCCCl (1,2-dichloroethane). Reaction conditions: time 8 hour. The product is N=1N=NN2C1C=CC=C2CCCC2CCN(CC2)C[C@H]2CN(C[C@@H]2C2=CC=CC=C2)[C@@H](C(=O)O)C2CCCCC2 (2-(R)-(3-(S)-((4-(3-(Tetrazolo[4,5-a]pyridin-5-yl)propyl)piperidin-1-yl)methyl)-4-(S)-phenylpyrrolidin-1yl)-2-(cyclohexyl)acetic acid). The yield is 27.0%. As a reaction SMILES: [CH:1]([C@@H:3]1[C@@H:7]([C:8]2[CH:13]=[CH:12][CH:11]=[CH:10][CH:9]=2)[CH2:6][N:5]([C@H:14]([CH:27]2[CH2:32][CH2:31][CH2:30][CH2:29][CH2:28]2)[C:15]([O:17]CC2C=CC(OC)=CC=2)=[O:16])[CH2:4]1)=O.[N:33]1[N:34]=[N:35][N:36]2[C:41]([CH2:42][CH2:43][CH2:44]N3CCCCC3)=[CH:40][CH:39]=[CH:38][C:37]=12.C(O[BH-](O[C:61](=O)[CH3:62])OC(=O)C)(=O)C.[Na+]>ClCCCl>[N:33]1[N:34]=[N:35][N:36]2[C:41]([CH2:42][CH2:43][CH2:44][CH:62]3[CH2:61][CH2:6][N:5]([CH2:1][C@@H:3]4[C@@H:7]([C:8]5[CH:13]=[CH:12][CH:11]=[CH:10][CH:9]=5)[CH2:6][N:5]([C@H:14]([CH:27]5[CH2:28][CH2:29][CH2:30][CH2:31][CH2:32]5)[C:15]([OH:17])=[O:16])[CH2:4]4)[CH2:4][CH2:3]3)=[CH:40][CH:39]=[CH:38][C:37]=12 |f:2.3|. Reported procedure: A solution of 2-(R)-(3-(R)formyl-4-(S)-phenylpyrrolidin-1-yl)-2-(cyclohexyl)acetic acid, (4-methoxy)benzyl ester (33 mg, 0.075 mmol, from EXAMPLE 33, Step E), 3-(tetrazolo[4,5-a]pyridin-5-yl)propylpiperidine.HCl (27 mg, 0.097 mmol from EXAMPLE 34, Step B) sodium triacetoxyborohydride, 32 mg (0.15 mmol) and TEA (0.014 mL, 0.097 mmol), in 1.0 mL 1,2-dichloroethane was stirred overnight. The solvent was removed and the product was purified by preprative HPLC (column: YMC Combiprep ODS-A 20×50 mm, g...